This data is from the Open Reaction Database (ORD), a public repository of structured organic reaction records. The task is: describe an organic reaction: reactants, conditions, products, and yield Reactants: C(C1=CC=CC=C1)OC1=C(C=C(C=C1)[C@H](CBr)O)CO[Si](C)(C)C(C)(C)C ((R)-1-[4-(Benzyloxy)-3-[[(tert-butyldimethylsilyl)oxy]methyl]phenyl]-2-bromoethanol), N(=[N+]=[N-])C[C@H](O)C=1C=CC(=C(C1)NC=O)OCC1=CC=CC=C1 ((R)—N-[5-(2-Azido-1-hydroxyethyl)-2-(benzyloxy)phenyl]formamide), C22H31N4O3Si. Product: N(=[N+]=[N-])C[C@H](O[Si](C)(C)C(C)(C)C)C=1C=CC(=C(C1)NC=O)OCC1=CC=CC=C1 ((R)—N-[5-[2-Azido-1-[(tert-butyldimethylsilyl)oxy]ethyl]-2-(benzyloxy)phenyl]formamide). RXN SMILES: C(OC1C=CC([C@@H](O)CBr)=CC=1CO[Si:21]([C:24]([CH3:27])([CH3:26])[CH3:25])([CH3:23])[CH3:22])C1C=CC=CC=1.[N:28]([CH2:31][C@@H:32]([C:34]1[CH:35]=[CH:36][C:37]([O:43][CH2:44][C:45]2[CH:50]=[CH:49][CH:48]=[CH:47][CH:46]=2)=[C:38]([NH:40][CH:41]=[O:42])[CH:39]=1)[OH:33])=[N+:29]=[N-:30]>>[N:28]([CH2:31][C@@H:32]([C:34]1[CH:35]=[CH:36][C:37]([O:43][CH2:44][C:45]2[CH:50]=[CH:49][CH:48]=[CH:47][CH:46]=2)=[C:38]([NH:40][CH:41]=[O:42])[CH:39]=1)[O:33][Si:21]([C:24]([CH3:27])([CH3:26])[CH3:25])([CH3:23])[CH3:22])=[N+:29]=[N-:30]. Procedure: The title compound was synthesized in a manner analogous to that described for Intermediate 5, using Intermediate 10 in place of (R)-4-(2-bromo-1-hydroxyethyl)-2-(hydroxymethyl)phenol. ES/MS calcd. C22H31N4O3Si+ 427.2. found m/z=427 (M+H)+. Starting materials: C(C1=CC=CC=C1)OC1=CC=C(C=C1)CCC(C(=O)OCC)(S(=O)(=O)C)C ((+/−)-Ethyl 4-[4-(benzyloxy)phenyl]-2-methyl-2-(methylsulfonyl)butanoate), C1=CCCCC1 (cylcohexene). Reagents/catalysts: [OH-].[OH-].[Pd+2] (Pearlman's catalyst). Run in C(C)O (ethanol). Product: OC1=CC=C(C=C1)CCC(C(=O)OCC)(S(=O)(=O)C)C ((+/−)-Ethyl 4-(4-hydroxyphenyl)-2-methyl-2-(methylsulfonyl)butanoate). The yield is 94.6%. RXN SMILES: C([O:8][C:9]1[CH:14]=[CH:13][C:12]([CH2:15][CH2:16][C:17]([CH3:27])([S:23]([CH3:26])(=[O:25])=[O:24])[C:18]([O:20][CH2:21][CH3:22])=[O:19])=[CH:11][CH:10]=1)C1C=CC=CC=1.C1CCCCC=1>[OH-].[OH-].[Pd+2].C(O)C>[OH:8][C:9]1[CH:10]=[CH:11][C:12]([CH2:15][CH2:16][C:17]([CH3:27])([S:23]([CH3:26])(=[O:25])=[O:24])[C:18]([O:20][CH2:21][CH3:22])=[O:19])=[CH:13][CH:14]=1 |f:2.3.4|. Procedure: Pearlman's catalyst (Pd(OH)2/C, 1.19 g, 8.48 mmol) was added to a solution of (+/−)-Ethyl 4-[4-(benzyloxy)phenyl]-2-methyl-2-(methylsulfonyl)butanoate (4.73 g, 12.1 mmol) and cylcohexene (12.3 mL, 121 mmol) in ethanol (50 mL). The mixture was refluxed overnight. The reaction was filtered through celite (˜1 inch), washed with ethanol (100 mL) and ethyl acetate (200 mL), and the combined filtrates were concentrated in vacuo. The crude product was purified via column chromatography using an Analogi... The reactants are ClC1=NC=C(C(=N1)C1=CNC2=CC=CC=C12)Cl (3-(2,5-dichloropyrimidin-4-yl)-1H-indole), NC1=CC(=C(C=C1OC)N1CCC(CC1)NC(OC(C)(C)C)=O)C (tert-butyl 1-(4-amino-5-methoxy-2-methylphenyl)piperidin-4-ylcarbamate), ClC1=NC=C(C(=N1)C1=CNC2=CC=CC=C12)Cl (3-(2,5-dichloropyrimidin-4-yl)-1H-indole), NC1=CC(=C(C=C1OC)N1CCC(CC1)NC(OC(C)(C)C)=O)C (tert-butyl 1-(4-amino-5-methoxy-2-methylphenyl)piperidin-4-ylcarbamate). Product: NC1CCN(CC1)C1=CC(=C(C=C1C)NC1=NC=C(C(=N1)C1=CNC2=CC=CC=C12)Cl)OC (N-(4-(4-Aminopiperidin-1-yl)-2-methoxy-5-methylphenyl)-5-chloro-4-(1H-indol-3-yl)pyrimidin-2-amine). As a reaction SMILES: Cl[C:2]1[N:7]=[C:6]([C:8]2[C:16]3[C:11](=[CH:12][CH:13]=[CH:14][CH:15]=3)[NH:10][CH:9]=2)[C:5]([Cl:17])=[CH:4][N:3]=1.[NH2:18][C:19]1[C:24]([O:25][CH3:26])=[CH:23][C:22]([N:27]2[CH2:32][CH2:31][CH:30]([NH:33]C(=O)OC(C)(C)C)[CH2:29][CH2:28]2)=[C:21]([CH3:41])[CH:20]=1>>[NH2:33][CH:30]1[CH2:31][CH2:32][N:27]([C:22]2[C:21]([CH3:41])=[CH:20][C:19]([NH:18][C:2]3[N:7]=[C:6]([C:8]4[C:16]5[C:11](=[CH:12][CH:13]=[CH:14][CH:15]=5)[NH:10][CH:9]=4)[C:5]([Cl:17])=[CH:4][N:3]=3)=[C:24]([O:25][CH3:26])[CH:23]=2)[CH2:28][CH2:29]1. Procedure details: Starting materials: 3-(2,5-dichloropyrimidin-4-yl)-1H-indole (INTERMEDIATE 2) tert-butyl 1-(4-amino-5-methoxy-2-methylphenyl)piperidin-4-ylcarbamate (INTERMEDIATE 29). The reactants are O (water), ice, FC1=C(C=CC(=C1)N(S(=O)(=O)C1=C(C=CC=C1)[N+](=O)[O-])CC=1C=C(C=CC1)C1=C(C=C(C=C1C)O)C)CCC(=O)OCC (ethyl 3-(2-fluoro-4-{[(4′-hydroxy-2′,6′-dimethylbiphenyl-3-yl)methyl][(2-nitrophenyl)sulfonyl]amino}phenyl)propanoate), CS(=O)(=O)Cl (methanesulfonyl chloride). The solvent is N1=CC=CC=C1 (pyridine). Reaction conditions: time 16 hour. Yields the product CC1=C(C(=CC(=C1)OS(=O)(=O)C)C)C1=CC(=CC=C1)CN(C1=CC(=C(C=C1)CCC(=O)OCC)F)S(=O)(=O)C1=C(C=CC=C1)[N+](=O)[O-] (ethyl 3-(4-{({2′,6′-dimethyl-4′-[(methylsulfonyl)oxy]biphenyl-3-yl}methyl)[(2-nitrophenyl)sulfonyl]amino}-2-fluorophenyl)propanoate). Yield: 98.9%. Reaction SMILES: [F:1][C:2]1[CH:7]=[C:6]([N:8]([CH2:21][C:22]2[CH:23]=[C:24]([C:28]3[C:33]([CH3:34])=[CH:32][C:31]([OH:35])=[CH:30][C:29]=3[CH3:36])[CH:25]=[CH:26][CH:27]=2)[S:9]([C:12]2[CH:17]=[CH:16][CH:15]=[CH:14][C:13]=2[N+:18]([O-:20])=[O:19])(=[O:11])=[O:10])[CH:5]=[CH:4][C:3]=1[CH2:37][CH2:38][C:39]([O:41][CH2:42][CH3:43])=[O:40].[CH3:44][S:45](Cl)(=[O:47])=[O:46].O>N1C=CC=CC=1>[CH3:36][C:29]1[CH:30]=[C:31]([O:35][S:45]([CH3:44])(=[O:47])=[O:46])[CH:32]=[C:33]([CH3:34])[C:28]=1[C:24]1[CH:25]=[CH:26][CH:27]=[C:22]([CH2:21][N:8]([S:9]([C:12]2[CH:17]=[CH:16][CH:15]=[CH:14][C:13]=2[N+:18]([O-:20])=[O:19])(=[O:10])=[O:11])[C:6]2[CH:5]=[CH:4][C:3]([CH2:37][CH2:38][C:39]([O:41][CH2:42][CH3:43])=[O:40])=[C:2]([F:1])[CH:7]=2)[CH:23]=1. Procedure: To an ice-cooled solution of ethyl 3-(2-fluoro-4-{[(4′-hydroxy-2′,6′-dimethylbiphenyl-3-yl)methyl][(2-nitrophenyl)sulfonyl]amino}phenyl)propanoate (600 mg, 0.989 mmol) in pyridine (10 mL) was added dropwise methanesulfonyl chloride (227 mg, 1.98 mmol). The mixture was stirred at room temperature for 16 hr. To the mixture was added water, and the mixture was extracted with ethyl acetate. The extract was washed with saturated brine, dried over anhydrous magnesium sulfate, and concentrated under re...